From a dataset of the Open Reaction Database (ORD), a public repository of structured organic reaction records. describe an organic reaction: reactants, conditions, products, and yield Reactants: CSC=1N=NC2=C(N1)N=C(NC2=O)C2=C(C=CC=C2)OCCC (3-methylthio-8-oxo-6-(2-propoxyphenyl)-7,8-dihydropyrimido[4,5-e][1,2,4]triazine), C[O-].[Na+] (sodium methoxide). The product is COC=1N=NC2=C(N1)N=C(NC2=O)C2=C(C=CC=C2)OCCC (3-Methoxy-8-oxo-6-(2-propoxyphenyl)-7,8-dihydropyrimido[4,5-e][1,2,4]triazine). As a reaction SMILES: CS[C:3]1[N:4]=[N:5][C:6]2[C:12](=[O:13])[NH:11][C:10]([C:14]3[CH:19]=[CH:18][CH:17]=[CH:16][C:15]=3[O:20][CH2:21][CH2:22][CH3:23])=[N:9][C:7]=2[N:8]=1.[CH3:24][O-:25].[Na+]>>[CH3:24][O:25][C:3]1[N:4]=[N:5][C:6]2[C:12](=[O:13])[NH:11][C:10]([C:14]3[CH:19]=[CH:18][CH:17]=[CH:16][C:15]=3[O:20][CH2:21][CH2:22][CH3:23])=[N:9][C:7]=2[N:8]=1 |f:1.2|. Reported procedure: In a similar manner to Example 11, 3-methylthio-8-oxo-6-(2-propoxyphenyl)-7,8-dihydropyrimido[4,5-e][1,2,4]triazine (0.5 g) was treated for 3 hours with sodium methoxide (prepared from sodium, 0.17 g, and methanol) to afford the title compound, 0.34 g, m.p. 234°-235° C. (recrystallised from methanol). Reactants: BrCC(=O)OCC(C)C (iso-butyl 2-bromoacetate), [H-].[Na+] (sodium hydride), C(C(C)C)OC(CN(C1=CC(=C(C=C1)Cl)Cl)C(=O)OC(C)(C)C)=O (N-BOC N-(3,4-dichlorophenyl)glycine iso-butyl ester). The solvent is C1CCOC1 (THF). Product: C(C(C)C)OC(CNC1=CC(=C(C=C1)Cl)Cl)=O (N-(3,4-Dichlorophenyl)glycine iso-Butyl Ester). As a reaction SMILES: [H-].[Na+].BrCC(OCC(C)C)=O.[CH2:12]([O:16][C:17](=[O:35])[CH2:18][N:19](C(OC(C)(C)C)=O)[C:20]1[CH:25]=[CH:24][C:23]([Cl:26])=[C:22]([Cl:27])[CH:21]=1)[CH:13]([CH3:15])[CH3:14]>C1COCC1>[CH2:12]([O:16][C:17](=[O:35])[CH2:18][NH:19][C:20]1[CH:25]=[CH:24][C:23]([Cl:26])=[C:22]([Cl:27])[CH:21]=1)[CH:13]([CH3:15])[CH3:14] |f:0.1|. Procedure: 3,4-Dichloroaniline (Aldrich) was treated with di-tert-butyl dicarbonate (Aldrich) using conventional procedures to produce the N-BOC aniline The N-BOC aniline was treated with sodium hydride in THF and then with iso-butyl 2-bromoacetate (from Example AD above) to produce the N-BOC N-(3,4-dichlorophenyl)glycine iso-butyl ester. The BOC group was then removed using General Procedure AN above to afford the title compound. The reaction was monitored by tlc on silica gel (Rf=0.78 in 50% EtOAc/hexane... Reactants: N#Cc1ccccc1-c1ccc(CBr)cc1, CCCCC1=NC2(CCCC2)C(=O)N1, Cc1ccccc1, C[O-], CC(C)O, [Na+], CN(C)C=O, O. Product: CCCCC1=NC2(CCCC2)C(=O)N1Cc1ccc(-c2ccccc2C#N)cc1. RXN SMILES: [Br:25][CH2:26][c:27]1[cH:28][cH:29][c:30](-[c:33]2[c:34]([C:39]#[N:40])[cH:35][cH:36][cH:37][cH:38]2)[cH:31][cH:32]1.[CH2:1]([CH2:2][CH2:3][CH3:4])[C:5]1=[N:6][C:7]2([C:8](=[O:10])[NH:9]1)[CH2:11][CH2:12][CH2:13][CH2:14]2.[CH3:15][c:16]1[cH:17][cH:18][cH:19][cH:20][cH:21]1.[CH3:22][O-:23].[CH:41]([OH:42])([CH3:43])[CH3:44].[Na+:24].[O:46]=[CH:47][N:48]([CH3:49])[CH3:50].[OH2:45]>>[CH2:1]([CH2:2][CH2:3][CH3:4])[C:5]1=[N:6][C:7]2([C:8](=[O:10])[N:9]1[CH2:26][c:27]1[cH:28][cH:29][c:30](-[c:33]3[c:34]([C:39]#[N:40])[cH:35][cH:36][cH:37][cH:38]3)[cH:31][cH:32]1)[CH2:11][CH2:12][CH2:13][CH2:14]2. Yield: 72.9%. Procedure details: A solution of 4.19 g (13.7 mmol) 2-hexylthiodecanoyl chloride, prepared according to Example 4A, in 15 ml methylene chloride was added dropwise with stirring under nitrogen to a solution of 2.75 g (13.7 mmol) 3-amino-2,4-bis(methylthio)-6-methylpyridine in 30 ml pyridine cooled to 5° C. The reaction mixture was stirred at room temperature under nitrogen overnight. Methylene chloride (250 ml) was then added to the reaction mixture and the resulting solution was washed with 3×50 ml 3N aqueous hydr... Solvent: C(Cl)Cl (Methylene chloride), N1=CC=CC=C1 (pyridine), C(Cl)Cl (methylene chloride). Reaction conditions: temperature 5 celsius, time 8 hour. RXN SMILES: [CH2:1]([S:7][CH:8]([CH2:12][CH2:13][CH2:14][CH2:15][CH2:16][CH2:17][CH2:18][CH3:19])[C:9](Cl)=[O:10])[CH2:2][CH2:3][CH2:4][CH2:5][CH3:6].[NH2:20][C:21]1[C:22]([S:30][CH3:31])=[N:23][C:24]([CH3:29])=[CH:25][C:26]=1[S:27][CH3:28]>C(Cl)Cl.N1C=CC=CC=1>[CH3:31][S:30][C:22]1[C:21]([NH:20][C:9](=[O:10])[CH:8]([S:7][CH2:1][CH2:2][CH2:3][CH2:4][CH2:5][CH3:6])[CH2:12][CH2:13][CH2:14][CH2:15][CH2:16][CH2:17][CH2:18][CH3:19])=[C:26]([S:27][CH3:28])[CH:25]=[C:24]([CH3:29])[N:23]=1. Reactants: C(CCCCC)SC(C(=O)Cl)CCCCCCCC (2-hexylthiodecanoyl chloride), NC=1C(=NC(=CC1SC)C)SC (3-amino-2,4-bis(methylthio)-6-methylpyridine). Product: CSC1=NC(=CC(=C1NC(C(CCCCCCCC)SCCCCCC)=O)SC)C (N-[2,4-bis(methylthio)-6-methylpyridin-3-yl]-2-hexylthiode canoic amide). Starting materials: C1CCNC1, CCc1cc(-c2cccc(C=O)n2)c(C)[nH]c1=O. The product is CCc1cc(-c2cccc(CN3CCCC3)n2)c(C)[nH]c1=O. Reaction SMILES: [CH2:19]1[CH2:20][CH2:21][NH:22][CH2:23]1.[CH2:1]([CH3:2])[c:3]1[cH:4][c:5](-[c:11]2[n:12][c:13]([CH:17]=[O:18])[cH:14][cH:15][cH:16]2)[c:6]([CH3:10])[nH:7][c:8]1=[O:9]>>[CH2:1]([CH3:2])[c:3]1[cH:4][c:5](-[c:11]2[n:12][c:13]([CH2:17][N:22]3[CH2:21][CH2:20][CH2:19][CH2:23]3)[cH:14][cH:15][cH:16]2)[c:6]([CH3:10])[nH:7][c:8]1=[O:9]. Reactants: CCOC(=O)CC(C)(C)C(Br)CC(Cl)(Cl)Cl, CC(C)(C)O, [Na], c1ccccc1. Yields the product CCOC(=O)C1C(CC(Cl)(Cl)Cl)C1(C)C. As a reaction SMILES: [Br:2][CH:3]([C:4]([CH2:5][C:6](=[O:7])[O:8][CH2:9][CH3:10])([CH3:11])[CH3:12])[CH2:13][C:14]([Cl:15])([Cl:16])[Cl:17].[C:18]([OH:19])([CH3:20])([CH3:21])[CH3:22].[Na:1].[cH:23]1[cH:24][cH:25][cH:26][cH:27][cH:28]1>>[CH:3]1([CH2:13][C:14]([Cl:15])([Cl:16])[Cl:17])[C:4]([CH3:11])([CH3:12])[CH:5]1[C:6](=[O:7])[O:8][CH2:9][CH3:10]. Reactants: CC(c1ccc(Br)cc1)N1CCC(CC(C)(C)O)(c2ccccc2)OC1=O, Cc1ccc(Cl)nn1. The product is Cc1ccc(-c2ccc(C(C)N3CCC(CC(C)(C)O)(c4ccccc4)OC3=O)cc2)nn1. As a reaction SMILES: [Br:1][c:2]1[cH:3][cH:4][c:5]([CH:8]([CH3:9])[N:10]2[C:11](=[O:27])[O:12][C:13]([c:16]3[cH:17][cH:18][cH:19][cH:20][cH:21]3)([CH2:22][C:23]([CH3:24])([CH3:25])[OH:26])[CH2:14][CH2:15]2)[cH:6][cH:7]1.[Cl:28][c:29]1[n:30][n:31][c:32]([CH3:35])[cH:33][cH:34]1>>[c:2]1(-[c:29]2[n:30][n:31][c:32]([CH3:35])[cH:33][cH:34]2)[cH:3][cH:4][c:5]([CH:8]([CH3:9])[N:10]2[C:11](=[O:27])[O:12][C:13]([c:16]3[cH:17][cH:18][cH:19][cH:20][cH:21]3)([CH2:22][C:23]([CH3:24])([CH3:25])[OH:26])[CH2:14][CH2:15]2)[cH:6][cH:7]1. Reactants: CCN=C=NCCCN(C)C, ClCCl, Cl, O=C(O)c1ccc(F)cn1, Nc1ccc(F)c(C23COCC2CSC(NC(=O)c2ccccc2)=N3)c1, [Na+], CN(C)C=O, [OH-], O, On1nnc2ccccc21. The product is O=C(NC1=NC2(c3cc(NC(=O)c4ccc(F)cn4)ccc3F)COCC2CS1)c1ccccc1. As a reaction SMILES: [CH3:49][N:50]([CH3:51])[CH2:52][CH2:53][CH2:54][N:55]=[C:56]=[N:57][CH2:58][CH3:59].[Cl:62][CH2:63][Cl:64].[ClH:48].[F:27][c:28]1[cH:29][cH:30][c:31]([C:34](=[O:35])[OH:36])[n:32][cH:33]1.[NH2:1][c:2]1[cH:3][cH:4][c:5]([F:26])[c:6]([C:8]23[N:9]=[C:10]([NH:17][C:18]([c:19]4[cH:20][cH:21][cH:22][cH:23][cH:24]4)=[O:25])[S:11][CH2:12][CH:13]2[CH2:14][O:15][CH2:16]3)[cH:7]1.[Na+:61].[O:65]=[CH:66][N:67]([CH3:68])[CH3:69].[OH-:60].[OH2:37].[OH:38][n:39]1[c:40]2[cH:41][cH:42][cH:43][cH:44][c:45]2[n:46][n:47]1>>[NH:1]([c:2]1[cH:3][cH:4][c:5]([F:26])[c:6]([C:8]23[N:9]=[C:10]([NH:17][C:18]([c:19]4[cH:20][cH:21][cH:22][cH:23][cH:24]4)=[O:25])[S:11][CH2:12][CH:13]2[CH2:14][O:15][CH2:16]3)[cH:7]1)[C:34]([c:31]1[cH:30][cH:29][c:28]([F:27])[cH:33][n:32]1)=[O:35]. Starting materials: FC1=C(C=CC(=C1)[N+](=O)[O-])C1=CCN(CC1)C(=O)OC(C)(C)C (tert-butyl 4-(2-fluoro-4-nitrophenyl)-5,6-dihydropyridine-1(2H)-carboxylate). Reagents/catalysts: [Pd] (Pd/C). The solvent is CCOC(=O)C (EtOAc), CCOC(=O)C (EtOAc). Reaction conditions: temperature 30 celsius, time 16 hour. Product: NC1=CC(=C(C=C1)C1CCN(CC1)C(=O)OC(C)(C)C)F (tert-Butyl 4-(4-amino-2-fluorophenyl)piperidine-1-carboxylate). As a reaction SMILES: [F:1][C:2]1[CH:7]=[C:6]([N+:8]([O-])=O)[CH:5]=[CH:4][C:3]=1[C:11]1[CH2:16][CH2:15][N:14]([C:17]([O:19][C:20]([CH3:23])([CH3:22])[CH3:21])=[O:18])[CH2:13][CH:12]=1>CCOC(C)=O.[Pd]>[NH2:8][C:6]1[CH:5]=[CH:4][C:3]([CH:11]2[CH2:16][CH2:15][N:14]([C:17]([O:19][C:20]([CH3:22])([CH3:21])[CH3:23])=[O:18])[CH2:13][CH2:12]2)=[C:2]([F:1])[CH:7]=1. Procedure details: To a solution of tert-butyl 4-(2-fluoro-4-nitrophenyl)-5,6-dihydropyridine-1(2H)-carboxylate (A27) (0.391 g, 1.20 mmol) in EtOAc (10 mL) was added 10% Pd/C (0.118 g) in EtOAc (1 mL) and the resulting suspension was stirred at 30° C. under a hydrogen atmosphere for 16 hours. The resulting mixture was filtered through Celite and the filtrate concentrated under reduced pressure to give the title compound A28 (0.339 g, 96%); 1H NMR (400 MHz, CDCl3) δ 6.94 (dd, J=8.3 Hz, 1H), 6.41 (dd, J=8.2, 2.4 Hz,... The reactants are CC(=O)c1ccc(-n2c(C)ccc2C)nc1, CCO, O=Cc1ccccc1O, Cl, [Na+], [OH-]. Yields the product Cc1ccc(C)n1-c1ccc(C(=O)C=Cc2ccccc2O)cn1. RXN SMILES: [CH3:10][c:11]1[n:12](-[c:17]2[cH:18][cH:19][c:20]([C:23]([CH3:24])=[O:25])[cH:21][n:22]2)[c:13]([CH3:16])[cH:14][cH:15]1.[CH3:29][CH2:30][OH:31].[CH:1](=[O:2])[c:3]1[cH:4][cH:5][cH:6][cH:7][c:8]1[OH:9].[ClH:26].[Na+:28].[OH-:27]>>[CH:1]([c:3]1[cH:4][cH:5][cH:6][cH:7][c:8]1[OH:9])=[CH:24][C:23]([c:20]1[cH:19][cH:18][c:17](-[n:12]2[c:11]([CH3:10])[cH:15][cH:14][c:13]2[CH3:16])[n:22][cH:21]1)=[O:25].